Dataset: the Open Reaction Database (ORD), a public repository of structured organic reaction records. Task: describe an organic reaction: reactants, conditions, products, and yield Reactants: CCc1ccccc1, COC(=O)CC1CCOCC1, CI, CCCCCCC, CCCCCC, CC(C)[N-]C(C)C, Cl, [Li+], C1CCOC1. Yields the product COC(=O)C(C)C1CCOCC1. As a reaction SMILES: [CH2:28]([c:29]1[cH:30][cH:31][cH:32][cH:33][cH:34]1)[CH3:35].[CH3:1][O:2][C:3]([CH2:4][CH:5]1[CH2:6][CH2:7][O:8][CH2:9][CH2:10]1)=[O:11].[CH3:20][I:21].[CH3:36][CH2:37][CH2:38][CH2:39][CH2:40][CH2:41][CH3:42].[CH3:43][CH2:44][CH2:45][CH2:46][CH2:47][CH3:48].[CH:12]([N-:13][CH:14]([CH3:15])[CH3:16])([CH3:17])[CH3:18].[ClH:22].[Li+:19].[O:23]1[CH2:24][CH2:25][CH2:26][CH2:27]1>>[CH3:1][O:2][C:3]([CH:4]([CH:5]1[CH2:6][CH2:7][O:8][CH2:9][CH2:10]1)[CH3:12])=[O:11]. Reactants: N1=CC=CC=C1 (pyridine), BrC=1C=C(C=CC1F)C1C2=C(NC(=C1C(=O)OC)C)COCC2=O (Methyl 4-(3-bromo-4-fluorophenyl)-2-methyl-5-oxo-4,5,6,8-tetrahydro-1H-pyrano[3,4-b]pyridine-3-carboxylate), [Br-].[Br-].[Br-].[NH+]1=CC=CC=C1.[NH+]1=CC=CC=C1.[NH+]1=CC=CC=C1 (pyridinium tribromide). Solvent: C(Cl)Cl (methylene chloride), C(Cl)(Cl)Cl (chloroform). Reaction conditions: time 1 hour. The product is BrC=1C=C(C=CC1F)C1C2=C(NC(=C1C(=O)OC)CBr)COCC2=O (Methyl 4-(3-bromo-4-fluorophenyl)-2-(bromomethyl)-5-oxo-4,5,6,8-tetrahydro-1H-pyrano[3,4-b]pyridine-3-carboxylate). Isolated yield 65.1%. RXN SMILES: [Br:1][C:2]1[CH:3]=[C:4]([CH:9]2[C:14]([C:15]([O:17][CH3:18])=[O:16])=[C:13]([CH3:19])[NH:12][C:11]3[CH2:20][O:21][CH2:22][C:23](=[O:24])[C:10]2=3)[CH:5]=[CH:6][C:7]=1[F:8].N1C=CC=CC=1.[Br-:31].[Br-].[Br-].[NH+]1C=CC=CC=1.[NH+]1C=CC=CC=1.[NH+]1C=CC=CC=1>C(Cl)(Cl)Cl.C(Cl)Cl>[Br:1][C:2]1[CH:3]=[C:4]([CH:9]2[C:14]([C:15]([O:17][CH3:18])=[O:16])=[C:13]([CH2:19][Br:31])[NH:12][C:11]3[CH2:20][O:21][CH2:22][C:23](=[O:24])[C:10]2=3)[CH:5]=[CH:6][C:7]=1[F:8] |f:2.3.4.5.6.7|. Reported procedure: A solution of the product from Example 25A (0.87 g, 2.2 mmol) in chloroform (10 mL) was cooled to −10° C., treated with pyridine (0.21 mL, 2.6 mmol), then treated with pyridinium tribromide (0.84 g, 2.6 mmol), stirred for 1 hour, diluted with methylene chloride (150 mL) and washed with 1N HCl (25 mL). The organic layer was dried (MgSO4), filtered and concentrated. The residue was purified by flash chromatography over silica gel (1% and then 2% methanol/methylene chloride) to provide the title co... Reactants: C(=O)NNC1=CC=C(C=C1)N (1-Formyl-2-(4-aminophenyl)hydrazine), CN=C=S (methyl isothiocyanate), O (water). The solvent is C(C)O (ethanol). Yields the product C(=O)NNC1=CC=C(C=C1)NC(=S)NC (1-[4-(2-Formylhydrazino)phenyl]-3-methylthiourea). RXN SMILES: [CH:1]([NH:3][NH:4][C:5]1[CH:10]=[CH:9][C:8]([NH2:11])=[CH:7][CH:6]=1)=[O:2].[CH3:12][N:13]=[C:14]=[S:15].O>C(O)C>[CH:1]([NH:3][NH:4][C:5]1[CH:10]=[CH:9][C:8]([NH:11][C:14]([NH:13][CH3:12])=[S:15])=[CH:7][CH:6]=1)=[O:2]. Reported procedure: 1-Formyl-2-(4-aminophenyl)hydrazine (1.51 g, 0.01 mole) and methyl isothiocyanate (0.73 g, 0.01 mole) were mixed in ethanol (20 ml) and the mixture was refluxed for 30 minutes. The mixture was chilled in ice, and water was added to precipitate the product. The product came out of solution in an oily form, but solidifed upon scratching and standing. The solid material was filtered off and washed thoroughly with ether. The product was dried to give a white crystalline powder. Yield 1.3 g (58%), m.... Procedure: A suspension of sodium hydride (5.27 g, 209 mmol) in DMF (100 mL) was carefully charged with 5-(hydroxymethyl)-2,4-dimethylpyridin-3-ol hydrochloride (18 g, 95 mmol). The mixture stirred at room temperature for 2 hours. 2-chloro-4-nitropyridine (15 g, 95 mmol) was then added and the reaction stirred overnight at room temperature. The material was diluted with water and extracted with ethylacetate. The organic layer was dried, and concentrated. Flash chromatography (dichloromethane/methanol 20:1)... Yields the product ClC1=NC=CC(=C1)OC=1C(=C(C=NC1C)CO)C ((5-(2-chloropyridin-4-yloxy)-4,6-dimethylpyridin-3-yl)methanol). The reactants are Cl.OCC=1C(=C(C(=NC1)C)O)C (5-(hydroxymethyl)-2,4-dimethylpyridin-3-ol hydrochloride), [H-].[Na+] (sodium hydride), ClC1=NC=CC(=C1)[N+](=O)[O-] (2-chloro-4-nitropyridine). Conditions: time 2 hour. RXN SMILES: [H-].[Na+].Cl.[OH:4][CH2:5][C:6]1[C:7]([CH3:14])=[C:8]([OH:13])[C:9]([CH3:12])=[N:10][CH:11]=1.[Cl:15][C:16]1[CH:21]=[C:20]([N+]([O-])=O)[CH:19]=[CH:18][N:17]=1>CN(C=O)C.O>[Cl:15][C:16]1[CH:21]=[C:20]([O:13][C:8]2[C:7]([CH3:14])=[C:6]([CH2:5][OH:4])[CH:11]=[N:10][C:9]=2[CH3:12])[CH:19]=[CH:18][N:17]=1 |f:0.1,2.3|. Isolated yield 78.7%. Run in O (water), CN(C)C=O (DMF). Reactants: [Al+3], [Br-], [Br-], [Br-], CSC, CC#N, CCOC(C)=O, CCOC(=O)c1cnc(NC(=O)C2NC(CC(C)(C)C)C(C#N)(c3ccc(Cl)cc3F)C2c2cccc(Cl)c2F)cn1, ClCCl, O. The product is CC(C)(C)CC1NC(C(=O)Nc2cnc(C(=O)O)cn2)C(c2cccc(Cl)c2F)C1(C#N)c1ccc(Cl)cc1F. RXN SMILES: [Al+3:47].[Br-:46].[Br-:48].[Br-:49].[CH3:43][S:44][CH3:45].[CH3:53][C:54]#[N:55].[CH3:56][CH2:57][O:58][C:59]([CH3:60])=[O:61].[Cl:1][c:2]1[c:3]([F:42])[c:4]([CH:8]2[CH:9]([C:28](=[O:29])[NH:30][c:31]3[n:32][cH:33][c:34]([C:37](=[O:38])[O:39][CH2:40][CH3:41])[n:35][cH:36]3)[NH:10][CH:11]([CH2:23][C:24]([CH3:25])([CH3:26])[CH3:27])[C:12]2([C:13]#[N:14])[c:15]2[c:16]([F:22])[cH:17][c:18]([Cl:21])[cH:19][cH:20]2)[cH:5][cH:6][cH:7]1.[Cl:50][CH2:51][Cl:52].[OH2:62]>>[Cl:1][c:2]1[c:3]([F:42])[c:4]([CH:8]2[CH:9]([C:28](=[O:29])[NH:30][c:31]3[n:32][cH:33][c:34]([C:37](=[O:38])[OH:39])[n:35][cH:36]3)[NH:10][CH:11]([CH2:23][C:24]([CH3:25])([CH3:26])[CH3:27])[C:12]2([C:13]#[N:14])[c:15]2[c:16]([F:22])[cH:17][c:18]([Cl:21])[cH:19][cH:20]2)[cH:5][cH:6][cH:7]1.